This data is from the Open Reaction Database (ORD), a public repository of structured organic reaction records. The task is: describe an organic reaction: reactants, conditions, products, and yield Reactants: C(=O)NC=1SC=C(N1)C(C(=O)NC1[C@@H]2N(C(=C(CS2)OC)C(=O)O)C1=O)=NOCC#C (7-[2-(2-formamidothiazol-4-yl)-2-propargyloxyiminoacetamido]-3-methoxy-3-cephem-4-carboxylic acid), Cl (hydrochloric acid). Solvent: CO (methanol). Reaction conditions: time 4 hour. Product: NC=1SC=C(N1)C(C(=O)NC1[C@@H]2N(C(=C(CS2)OC)C(=O)O)C1=O)=NOCC#C (7-[2-(2-aminothiazol-4-yl)-2-propargyloxyiminoacetamido]-3-methoxy-3-cephem-4-carboxylic acid). The yield is 29.6%. RXN SMILES: C([NH:3][C:4]1[S:5][CH:6]=[C:7]([C:9](=[N:27][O:28][CH2:29][C:30]#[CH:31])[C:10]([NH:12][CH:13]2[C:25](=[O:26])[N:15]3[C:16]([C:22]([OH:24])=[O:23])=[C:17]([O:20][CH3:21])[CH2:18][S:19][C@H:14]23)=[O:11])[N:8]=1)=O.Cl>CO>[NH2:3][C:4]1[S:5][CH:6]=[C:7]([C:9](=[N:27][O:28][CH2:29][C:30]#[CH:31])[C:10]([NH:12][CH:13]2[C:25](=[O:26])[N:15]3[C:16]([C:22]([OH:24])=[O:23])=[C:17]([O:20][CH3:21])[CH2:18][S:19][C@H:14]23)=[O:11])[N:8]=1. Procedure: A mixture of 7-[2-(2-formamidothiazol-4-yl)-2-propargyloxyiminoacetamido]-3-methoxy-3-cephem-4-carboxylic acid (syn isomer, 0.9 g.), conc. hydrochloric acid (0.9 ml.) and methanol (13.5 ml.) was stirred at room temperature for 4 hours. After concentrating the resultant solution in vacuo at 35° C., the residue was dissolved in water and washed with ethyl acetate. The aqueous solution was adjusted to pH 7.0 with sodium bicarbonate and washed with ethyl acetate and diethyl ether. After removing the... Procedure details: A suspension of 1,2,3,4-tetrahydro-6-methyl-4-(3-nitrophenyl)-2-thioxo-5-pyrimidinecarboxylic acid, ethyl ester (1.0 g., 3.1 mmole) in dry acetone (10 ml.) is treated with finely ground potassium carbonate (1.0 g.) and methyl iodide (220 μl., 3.5 mmole). The reaction flask is tightly stoppered and the suspension is allowed to stir at room temperature overnight. It is then diluted with ethyl acetate and the white solid is filtered off. The filtrate is washed with water and brine. After drying ove... Starting materials: C([O-])([O-])=O.[K+].[K+] (potassium carbonate), CI (methyl iodide), CC1=C(C(NC(N1)=S)C1=CC(=CC=C1)[N+](=O)[O-])C(=O)OCC (1,2,3,4-tetrahydro-6-methyl-4-(3-nitrophenyl)-2-thioxo-5-pyrimidinecarboxylic acid, ethyl ester). Run in C(C)(=O)OCC (ethyl acetate), CC(=O)C (acetone). Product: CC1=C(C(N=C(N1)SC)C1=CC(=CC=C1)[N+](=O)[O-])C(=O)OCC (1,4-dihydro-6-methyl-2-(methylthio)-4-(3-nitrophenyl)-5-pyrimidinecarboxylic acid, ethyl ester). Conditions: time 8 hour. Reaction SMILES: [CH3:1][C:2]1[NH:7][C:6](=[S:8])[NH:5][CH:4]([C:9]2[CH:14]=[CH:13][CH:12]=[C:11]([N+:15]([O-:17])=[O:16])[CH:10]=2)[C:3]=1[C:18]([O:20][CH2:21][CH3:22])=[O:19].[C:23](=O)([O-])[O-].[K+].[K+].CI>CC(C)=O.C(OCC)(=O)C>[CH3:1][C:2]1[NH:7][C:6]([S:8][CH3:23])=[N:5][CH:4]([C:9]2[CH:14]=[CH:13][CH:12]=[C:11]([N+:15]([O-:17])=[O:16])[CH:10]=2)[C:3]=1[C:18]([O:20][CH2:21][CH3:22])=[O:19] |f:1.2.3|. RXN SMILES: [Cl:1][S:2]([OH:5])(=O)=[O:3].[CH:6]1([CH2:11][C@H:12]([C:27]2[CH:32]=[CH:31][CH:30]=[CH:29][CH:28]=2)[C:13]([NH:15][C:16]2[S:17][C:18]3[C:23]([N:24]=2)=[CH:22][CH:21]=[C:20]([O:25][CH3:26])[N:19]=3)=[O:14])[CH2:10][CH2:9][CH2:8][CH2:7]1>C(Cl)Cl>[CH:6]1([CH2:11][C@H:12]([C:27]2[CH:32]=[CH:31][C:30]([S:2]([Cl:1])(=[O:5])=[O:3])=[CH:29][CH:28]=2)[C:13](=[O:14])[NH:15][C:16]2[S:17][C:18]3[C:23]([N:24]=2)=[CH:22][CH:21]=[C:20]([O:25][CH3:26])[N:19]=3)[CH2:10][CH2:9][CH2:8][CH2:7]1. Reactants: ClS(=O)(=O)O (Chlorosulfonic acid), C1(CCCC1)C[C@@H](C(=O)NC=1SC2=NC(=CC=C2N1)OC)C1=CC=CC=C1 ((R)-3-cyclopentyl-N-(5-methoxy-thiazolo[5,4-b]pyridin-2-yl)-2-phenyl-propionamide), ice. Yields the product C1(CCCC1)C[C@@H](C(NC=1SC2=NC(=CC=C2N1)OC)=O)C1=CC=C(C=C1)S(=O)(=O)Cl (4-[(R)-2-cyclopentyl-1-(5-methoxy-thiazolo[5,4-b]pyridin-2-ylcarbamoyl)-ethyl]benzenesulfonyl chloride). Reported procedure: Chlorosulfonic acid (20 mL) is cooled to 0° C. To this is added a solution of the title F compound, (R)-3-cyclopentyl-N-(5-methoxy-thiazolo[5,4-b]pyridin-2-yl)-2-phenyl-propionamide (2.53 g, 6.632 mmol) in DCM (10 mL). The reaction is allowed to stir and warm to RT over 2.5 h. The reaction is then added dropwise to crushed ice (400 mL) and extracted with DCM (3×100 mL). Extracts are combined, dried over anhydrous sodium sulfate, filtered, and concentrated to give 4-[(R)-2-cyclopentyl-1-(5-methox... Run in C(Cl)Cl (DCM). Reactants: CCOC(=O)C=C(C)Cl, CCCc1ccccc1O, CC(C)(C)[O-], [K+], C1CCOC1. Product: CCCc1ccccc1OC(C)=CC(=O)OCC. As a reaction SMILES: [CH2:17]([CH3:18])[O:19][C:20]([CH:21]=[C:22]([CH3:23])[Cl:24])=[O:25].[CH2:7]([CH2:8][CH3:9])[c:10]1[c:11]([OH:16])[cH:12][cH:13][cH:14][cH:15]1.[CH3:1][C:2]([CH3:3])([O-:4])[CH3:5].[K+:6].[O:26]1[CH2:27][CH2:28][CH2:29][CH2:30]1>>[CH2:7]([CH2:8][CH3:9])[c:10]1[c:11]([O:16][C:22](=[CH:21][C:20]([O:19][CH2:17][CH3:18])=[O:25])[CH3:23])[cH:12][cH:13][cH:14][cH:15]1. The reactants are S(O)(O)(=O)=O (sulfuric acid), [BH4-].[Na+] (sodium borohydride), FC(C(C=O)C)(F)F (2-(Trifluoromethyl)propionaldehyde), Cl.NC1=CC=C(C=C1)CCOC1=CC=C(C=C1)C[C@@H](C(=O)O)OCC (3-{4-[2-(4-aminophenyl)ethoxy]phenyl}-(S)-2-ethoxypropanoic acid hydro chloride). The solvent is ClCCl (dichloromethane), CO (methanol), O1CCCC1 (tetrahydrofurane), O1CCCC1 (tetrahydrofurane). Conditions: temperature 0 celsius. Yields the product C(C)O[C@H](C(=O)O)CC1=CC=C(C=C1)OCCC1=CC=C(C=C1)NCC(C(F)(F)F)C ((S)-2-ethoxy-3-(4-{2-[4-(3,3,3-trifluoro-2-methyl-(R/S)-propylamino)phenyl]ethoxy}phenyl)propanoic acid). Isolated yield 54.1%. As a reaction SMILES: [F:1][C:2]([F:8])([F:7])[CH:3]([CH3:6])[CH:4]=O.S(=O)(=O)(O)O.Cl.[NH2:15][C:16]1[CH:21]=[CH:20][C:19]([CH2:22][CH2:23][O:24][C:25]2[CH:30]=[CH:29][C:28]([CH2:31][C@H:32]([O:36][CH2:37][CH3:38])[C:33]([OH:35])=[O:34])=[CH:27][CH:26]=2)=[CH:18][CH:17]=1.[BH4-].[Na+]>O1CCCC1.ClCCl.CO>[CH2:37]([O:36][C@@H:32]([CH2:31][C:28]1[CH:29]=[CH:30][C:25]([O:24][CH2:23][CH2:22][C:19]2[CH:20]=[CH:21][C:16]([NH:15][CH2:4][CH:3]([CH3:6])[C:2]([F:8])([F:7])[F:1])=[CH:17][CH:18]=2)=[CH:26][CH:27]=1)[C:33]([OH:35])=[O:34])[CH3:38] |f:2.3,4.5|. Procedure details: 2-(Trifluoromethyl)propionaldehyde (0.0724 g; 0.574 mmole) was dissolved in tetrahydrofurane (3 ml) and sulfuric acid (4 M; 0.041 ml; 0.164 mmole) was added under stirring, followed by addition of 3-{4-[2-(4-aminophenyl)ethoxy]phenyl}-(S)-2-ethoxypropanoic acid hydro chloride (described in Example 56a) (0.2 g; 0.547 mmole) dissolved in tetrahydrofurane (2 ml). The reaction mixture was stirred for 10 minutes, then cooled to 0° C in an ice-bath and sodium borohydride (0.042 g; 1.10 mmole) was adde... Starting materials: O=C1CSCN1CCCCBr, COc1cccc(N2CCNCC2)c1, CC#N, Cl, Cl, [I-], [K+], [K+], [Na+], O=C([O-])[O-]. The product is COc1cccc(N2CCN(CCCCN3CSCC3=O)CC2)c1, Cl. As a reaction SMILES: [Br:1][CH2:2][CH2:3][CH2:4][CH2:5][N:6]1[CH2:7][S:8][CH2:9][C:10]1=[O:11].[CH3:14][O:15][c:16]1[cH:17][c:18]([N:22]2[CH2:23][CH2:24][NH:25][CH2:26][CH2:27]2)[cH:19][cH:20][cH:21]1.[CH3:36][C:37]#[N:38].[ClH:12].[ClH:13].[I-:34].[K+:28].[K+:29].[Na+:35].[O-:30][C:31]([O-:32])=[O:33]>>[CH2:2]([CH2:3][CH2:4][CH2:5][N:6]1[CH2:7][S:8][CH2:9][C:10]1=[O:11])[N:25]1[CH2:24][CH2:23][N:22]([c:18]2[cH:17][c:16]([O:15][CH3:14])[cH:21][cH:20][cH:19]2)[CH2:27][CH2:26]1.[ClH:12]. Starting materials: C(=O)(O)[O-].[Na+] (NaHCO3), BrC1=C(COC2=CC=C(C=C2)C2=C(C=3C=CC=4C(NCCCCCCNC(CN2C3C4)=O)=O)C4CCCCC4)C=C(C=C1)OC (18-[4-(2-bromo-5-methoxybenzyloxy)phenyl]-17-cyclohexyl-1,4,11-triaza-tricyclo[11.5.2.016,19]icosa-13(20),14,16(19),17-tetraene-3,12-dione), ClC1=CC=C(C=C1)B(O)O (4-chlorobenzeneboronic acid). The reagents and catalysts are C1=CC=C(C=C1)P(C2=CC=CC=C2)C3=CC=CC=C3.C1=CC=C(C=C1)P(C2=CC=CC=C2)C3=CC=CC=C3.Cl[Pd]Cl (bis(triphenyl-phosphine)palladium (II) chloride). Run in C(OC)COC (dimethoxyethane). Conditions: temperature 73 celsius. Product: ClC1=CC=C(C=C1)C1=C(C=C(C=C1)OC)COC1=CC=C(C=C1)C1=C(C=2C=CC=3C(NCCCCCCNC(CN1C2C3)=O)=O)C3CCCCC3 (18-[4-(4′-chloro-4-methoxybiphenyl-2-ylmethoxy)phenyl]-17-cyclohexyl-1,4,11-triazatricyclo[11.5.2.016,19]icosa-13(20),14,16(19),17-tetraene-3,12-dione). RXN SMILES: C([O-])(O)=O.[Na+].Br[C:7]1[CH:48]=[CH:47][C:46]([O:49][CH3:50])=[CH:45][C:8]=1[CH2:9][O:10][C:11]1[CH:16]=[CH:15][C:14]([C:17]2[N:34]3[C:35]4[CH:36]=[C:22]([C:23](=[O:38])[NH:24][CH2:25][CH2:26][CH2:27][CH2:28][CH2:29][CH2:30][NH:31][C:32](=[O:37])[CH2:33]3)[CH:21]=[CH:20][C:19]=4[C:18]=2[CH:39]2[CH2:44][CH2:43][CH2:42][CH2:41][CH2:40]2)=[CH:13][CH:12]=1.[Cl:51][C:52]1[CH:57]=[CH:56][C:55](B(O)O)=[CH:54][CH:53]=1>C(COC)OC.C1C=CC(P(C2C=CC=CC=2)C2C=CC=CC=2)=CC=1.C1C=CC(P(C2C=CC=CC=2)C2C=CC=CC=2)=CC=1.Cl[Pd]Cl>[Cl:51][C:52]1[CH:57]=[CH:56][C:55]([C:7]2[CH:48]=[CH:47][C:46]([O:49][CH3:50])=[CH:45][C:8]=2[CH2:9][O:10][C:11]2[CH:16]=[CH:15][C:14]([C:17]3[N:34]4[C:35]5[CH:36]=[C:22]([C:23](=[O:38])[NH:24][CH2:25][CH2:26][CH2:27][CH2:28][CH2:29][CH2:30][NH:31][C:32](=[O:37])[CH2:33]4)[CH:21]=[CH:20][C:19]=5[C:18]=3[CH:39]3[CH2:44][CH2:43][CH2:42][CH2:41][CH2:40]3)=[CH:13][CH:12]=2)=[CH:54][CH:53]=1 |f:0.1,5.6.7|. Procedure: A saturated solution of NaHCO3 (1 mL) was added to a solution of 9 (20 mg, 0.029 mmol), 4-chlorobenzeneboronic acid (11 mg, 0.068 mmol) and bis(triphenyl-phosphine)palladium (II) chloride (4 mg, 0.0063 mmol) in dimethoxyethane (DME; 6 mL). The resulting solution was heated at 73° C. for 8 h. Then, the reaction mixture was successively cooled down to room temperature, partitioned between water and ethyl acetate, dried (Na2SO4) and evaporated. Purification by column chromatography (CH2Cl2/methanol... The reactants are C([O-])(O)=O.[Na+] (sodium bicarbonate), C(C1=CC=C(C=O)C=C1)=O (terephthalaldehyde), C(CO)O (ethylene glycol), C1(=CC=C(C=C1)S(=O)(=O)O)C (p-toluenesulfonic acid). The solvent is O (water), C1(=CC=CC=C1)C (toluene). Product: C(=O)C1=CC=C(C=C1)C1OCCO1 (2-(4-formylphenyl)-1,3-dioxolane). Yield: 68.5%. Reaction SMILES: [CH:1](=[O:10])[C:2]1[CH:9]=[CH:8][C:5]([CH:6]=[O:7])=[CH:4][CH:3]=1.[CH2:11](O)[CH2:12][OH:13].C1(C)C=CC(S(O)(=O)=O)=CC=1.C(=O)(O)[O-].[Na+]>O.C1(C)C=CC=CC=1>[CH:6]([C:5]1[CH:8]=[CH:9][C:2]([CH:1]2[O:13][CH2:12][CH2:11][O:10]2)=[CH:3][CH:4]=1)=[O:7] |f:3.4|. Reported procedure: To 134 g of terephthalaldehyde and 62 g of ethylene glycol, was added 400 mL of toluene, and then was added thereto 2 g of p-toluenesulfonic acid, to conduct dehydration reaction under azeotropic conditions. After the time when the reaction of water stopped in the reaction, the reaction liquid was heated under reflux for another 2 hours, followed by cooling. The resultant reaction liquid was poured into an aqueous sodium bicarbonate solution. The organic phase was concentrated, and then purified... Reactants: C(=O)(OCC1=CC=CC=C1)N[C@@H](C(C)C)C(=O)OC1=C(C=CC=C1)CC(=O)OCCl (Chloromethyl 2-(N-CBZ-L-valyloxy)phenylacetate), [Na+].[I-] (NaI). The product is C(=O)(OCC1=CC=CC=C1)N[C@@H](C(C)C)C(=O)OC1=C(C=CC=C1)CC(=O)OCI (Iodomethyl 2-(N-CBZ-L-valyloxy)phenylacetate). As a reaction SMILES: [C:1]([NH:11][C@H:12]([C:16]([O:18][C:19]1[CH:24]=[CH:23][CH:22]=[CH:21][C:20]=1[CH2:25][C:26]([O:28][CH2:29]Cl)=[O:27])=[O:17])[CH:13]([CH3:15])[CH3:14])([O:3][CH2:4][C:5]1[CH:10]=[CH:9][CH:8]=[CH:7][CH:6]=1)=[O:2].[Na+].[I-:32]>>[C:1]([NH:11][C@H:12]([C:16]([O:18][C:19]1[CH:24]=[CH:23][CH:22]=[CH:21][C:20]=1[CH2:25][C:26]([O:28][CH2:29][I:32])=[O:27])=[O:17])[CH:13]([CH3:15])[CH3:14])([O:3][CH2:4][C:5]1[CH:10]=[CH:9][CH:8]=[CH:7][CH:6]=1)=[O:2] |f:1.2|. Procedure details: Chloromethyl 2-(N-CBZ-L-valyloxy)phenylacetate is treated with NaI and purified as described in the Examples above to yield the title compound. RXN SMILES: [CH:1]([C:3]1[N:11]2[C:6]([CH:7]=[CH:8][CH:9]=[C:10]2[CH3:12])=[C:5]([C:13]#[N:14])[CH:4]=1)=O.[CH3:15][NH:16][CH3:17].[BH-](OC(C)=O)(OC(C)=O)OC(C)=O.[Na+]>C(Cl)Cl>[CH3:15][N:16]([CH2:1][C:3]1[N:11]2[C:6]([CH:7]=[CH:8][CH:9]=[C:10]2[CH3:12])=[C:5]([C:13]#[N:14])[CH:4]=1)[CH3:17] |f:2.3|. Reaction conditions: time 12 hour. Reactants: C(=O)C1=CC(=C2C=CC=C(N12)C)C#N (3-Formyl-5-methyl-indolizine-1-carbonitrile), CNC (dimethylamine), [BH-](OC(=O)C)(OC(=O)C)OC(=O)C.[Na+] (NaBH(OAc)3). Product: CN(C)CC1=CC(=C2C=CC=C(N12)C)C#N (3-Dimethylaminomethyl-5-methyl-indolizine-1-carbonitrile). Reported procedure: To a solution of 3-Formyl-5-methyl-indolizine-1-carbonitrile (200 mg, 1.09 mmol) in CH2Cl2 (10 mL) and dimethylamine (2M MeOH solution) (1.09 mL, 2.17 mmol) was added NaBH(OAc)3 (460 mg, 2.17 mmol) at 0° C. Upon complete addition the cooling bath was removed and the reaction mixture was stirred at room temperature for 12 h. When the reaction was complete, the mixture was diluted with CH2Cl2 and washed with saturated NaHCO3. The layers were separated and the organic phase was dried over MgSO4, fi... The solvent is C(Cl)Cl (CH2Cl2).